Task: describe an organic reaction: reactants, conditions, products, and yield. Dataset: the Open Reaction Database (ORD), a public repository of structured organic reaction records Reactants: C(C)OC(C1=CC=C(C=C1)C1=CC2=C(N=CN=C2Cl)N1)=O (4-(4-chloro-7H-pyrrolo[2,3-d]pyrimidin-6-yl)-benzoic acid ethyl ester), ClC=1C=C(CN)C=CC1 (3-chloro-benzylamine). The product is C(C)OC(C1=CC=C(C=C1)C1=CC2=C(N=CN=C2NCC2=CC(=CC=C2)Cl)N1)=O (4-[4-(3-Chloro-benzylamino)-7H-pyrrolo[2,3-d]pyrimidin-6-yl]-benzoic acid ethyl ester). RXN SMILES: [CH2:1]([O:3][C:4](=[O:21])[C:5]1[CH:10]=[CH:9][C:8]([C:11]2[NH:20][C:14]3[N:15]=[CH:16][N:17]=[C:18](Cl)[C:13]=3[CH:12]=2)=[CH:7][CH:6]=1)[CH3:2].[Cl:22][C:23]1[CH:24]=[C:25]([CH:28]=[CH:29][CH:30]=1)[CH2:26][NH2:27]>>[CH2:1]([O:3][C:4](=[O:21])[C:5]1[CH:10]=[CH:9][C:8]([C:11]2[NH:20][C:14]3[N:15]=[CH:16][N:17]=[C:18]([NH:27][CH2:26][C:25]4[CH:28]=[CH:29][CH:30]=[C:23]([Cl:22])[CH:24]=4)[C:13]=3[CH:12]=2)=[CH:7][CH:6]=1)[CH3:2]. Procedure: This compound is synthesized following an analogous procedure as described in Example 1, step 1.1 starting from 4-(4-chloro-7H-pyrrolo[2,3-d]pyrimidin-6-yl)-benzoic acid ethyl ester (WO 97/02266) and 3-chloro-benzylamine; m.p. 305-306° C.; MS-ES+: (M+H)+=407. Solvent: C(C)O (ethanol). Conditions: time 4 hour. Reactants: ClC1=C(C(=O)OCC)C=CC(=C1OCCOC)S(=O)(=O)CC (ethyl 2-chloro-3-(2-methoxyethoxy)-4-ethylsulfonylbenzoate), [OH-].[Na+] (sodium hydroxide), C(C)OCC (diethyl ether). The product is ClC1=C(C(=O)O)C=CC(=C1OCCOC)S(=O)(=O)CC (2-chloro-3-(2-methoxyethoxy)4-ethylsulfonylbenzoic acid). The yield is 90.9%. Procedure: To 11.3 g (0.03 mole) of the ethyl 2-chloro-3-(2-methoxyethoxy)-4-ethylsulfonylbenzoate in 100 ml of 96% ethanol was added dropwise 16 ml (1.2 eq) of 10% sodium hydroxide. After stirring at room temperature for 4 hours, 100 ml of diethyl ether was added and the organic phase was extracted with 50 ml of 5% NaOH. The aqueous phase was acidified with 10% HCl and extracted two times with 50 ml chloroform. The organic phase was dried with MgSO4 and concentrated under vacuum to yield 8.8 grams of 2-ch... RXN SMILES: [Cl:1][C:2]1[C:12]([O:13][CH2:14][CH2:15][O:16][CH3:17])=[C:11]([S:18]([CH2:21][CH3:22])(=[O:20])=[O:19])[CH:10]=[CH:9][C:3]=1[C:4]([O:6]CC)=[O:5].[OH-].[Na+].C(OCC)C>C(O)C>[Cl:1][C:2]1[C:12]([O:13][CH2:14][CH2:15][O:16][CH3:17])=[C:11]([S:18]([CH2:21][CH3:22])(=[O:20])=[O:19])[CH:10]=[CH:9][C:3]=1[C:4]([OH:6])=[O:5] |f:1.2|. The reactants are COC([C@H](CSCC1=CC=CC=C1)O)=O ((R)-3-Benzylsulfanyl-2-hydroxy-propionic acid methyl ester), [OH-].[Li+] (lithium hydroxide). Product: C(C1=CC=CC=C1)SC[C@@H](C(=O)O)O ((R)-3-Benzylsulfanyl-2-hydroxy-propionic acid). Yield: 46.0%. RXN SMILES: C[O:2][C:3](=[O:15])[C@@H:4]([OH:14])[CH2:5][S:6][CH2:7][C:8]1[CH:13]=[CH:12][CH:11]=[CH:10][CH:9]=1.[OH-].[Li+]>>[CH2:7]([S:6][CH2:5][C@H:4]([OH:14])[C:3]([OH:15])=[O:2])[C:8]1[CH:13]=[CH:12][CH:11]=[CH:10][CH:9]=1 |f:1.2|. Procedure details: This reaction was performed as previously described by Deechongkit, S.; You, S.-L.; Kelly, J. W. Org. Lett. 2004, 6, 497, using (R)-3-Benzylsulfanyl-2-hydroxy-propionic acid methyl ester 110b and lithium hydroxide. (R)-3-Benzylsulfanyl-2-hydroxy-propionic acid 110c (3.08 g, 14.51 mmol, 46%) was isolated as a viscous oil: MS calcd. for C10H12O3S (M+Na+) 235.1, found 235.3. Starting materials: C(C)(C)(C)OC(=O)N[C@H](C(=O)O)COC1=C(C=CC(=C1)C)[N+](=O)[O-] ((S)-2-(tert-butoxycarbonylamino)-3-(5-methyl-2-nitrophenoxy)propanoic acid). Reagents/catalysts: [Pd] (Pd/C). The solvent is CO (MeOH). Yields the product NC1=C(OC[C@@H](C(=O)O)NC(=O)OC(C)(C)C)C=C(C=C1)C ((S)-3-(2-amino-5-methylphenoxy)-2-(tert-butoxycarbonylamino)propanoic acid). Isolated yield 56.0%. Reaction SMILES: [C:1]([O:5][C:6]([NH:8][C@@H:9]([CH2:13][O:14][C:15]1[CH:20]=[C:19]([CH3:21])[CH:18]=[CH:17][C:16]=1[N+:22]([O-])=O)[C:10]([OH:12])=[O:11])=[O:7])([CH3:4])([CH3:3])[CH3:2]>CO.[Pd]>[NH2:22][C:16]1[CH:17]=[CH:18][C:19]([CH3:21])=[CH:20][C:15]=1[O:14][CH2:13][C@H:9]([NH:8][C:6]([O:5][C:1]([CH3:2])([CH3:3])[CH3:4])=[O:7])[C:10]([OH:12])=[O:11]. Procedure: (S)-2-(tert-butoxycarbonylamino)-3-(5-methyl-2-nitrophenoxy)propanoic acid (7.50 g, 22.0 mmol, Eq: 1.00) and 10% Pd/C (0.75 g, Eq: 0.03) in MeOH (300 mL) were hydrogenated at ambient pressure for 4 h at RT. The mixture was filtered through a pad of silica gel and the filtrate was concentrated to give (S)-3-(2-amino-5-methylphenoxy)-2-(tert-butoxycarbonylamino)propanoic acid (3.85, 56%) as a yellow solid which was used without purification. Starting materials: CC(C)([O-])C.[K+] (potassium tert-butoxide), [I-].C[S+](=O)(C)C (trimethylsulfoxonium iodide), BrC=1C=NC=C(C1)C1OC1 (3-bromo-5-oxiranyl-pyridine). Solvent: C(C)(C)(C)O (tert-butanol), C(C)(C)(C)O (tert-butanol). Reaction conditions: temperature 50 celsius, time 15 minute. Product: BrC=1C=NC=C(C1)C1OCC1 (3-bromo-5-oxetan-2-yl-pyridine). Reaction SMILES: [I-].C[S+](C)(C)=O.[CH3:7]C(C)([O-])C.[K+].[Br:13][C:14]1[CH:15]=[N:16][CH:17]=[C:18]([CH:20]2[CH2:22][O:21]2)[CH:19]=1>C(O)(C)(C)C>[Br:13][C:14]1[CH:15]=[N:16][CH:17]=[C:18]([CH:20]2[CH2:22][CH2:7][O:21]2)[CH:19]=1 |f:0.1,2.3|. Procedure details: To a suspension of trimethylsulfoxonium iodide (CAS#1774-47-6, 6.38 g, 29.0 mmol) in tert-butanol (20 mL), was added potassium tert-butoxide (3.25 g, 29.0 mmol). The reaction was heated to 50° C. and permitted to stir for 15 min. A solution of 3-bromo-5-oxiranyl-pyridine (2.9 g, 14.50 mmol) in tert-butanol (20 mL) was then added slowly to the reaction. The reaction was permitted to stir at 50° C. for 16 hr. The reaction mixture was cooled to 0° C., quenched with brine, and diluted with diethyl e... Reactants: C1COCCO1, CCN(C(C)C)C(C)C, CC(C)Oc1ccc(C(=O)Oc2c(F)c(F)c(F)c(F)c2F)cc1Cl, Cl, O, CC(O)c1cccn2cc(-c3ccc(CC(CCO)NC(=O)OC(C)(C)C)cc3)nc12. Yields the product CC(C)Oc1ccc(C(=O)NC(CCO)Cc2ccc(-c3cn4cccc(C(C)O)c4n3)cc2)cc1Cl. As a reaction SMILES: [CH2:33]1[O:34][CH2:35][CH2:36][O:37][CH2:38]1.[CH:39]([N:40]([CH2:41][CH3:42])[CH:43]([CH3:44])[CH3:45])([CH3:46])[CH3:47].[Cl:48][c:49]1[cH:50][c:51]([C:52]([O:53][c:54]2[c:55]([F:56])[c:57]([F:58])[c:59]([F:60])[c:61]([F:62])[c:63]2[F:64])=[O:65])[cH:66][cH:67][c:68]1[O:69][CH:70]([CH3:71])[CH3:72].[ClH:32].[OH2:73].[OH:1][CH2:2][CH2:3][CH:4]([CH2:5][c:6]1[cH:7][cH:8][c:9](-[c:12]2[n:13][c:14]3[n:15]([cH:16][cH:17][cH:18][c:19]3[CH:20]([CH3:21])[OH:22])[cH:23]2)[cH:10][cH:11]1)[NH:24][C:25]([O:26][C:27]([CH3:28])([CH3:29])[CH3:30])=[O:31]>>[OH:1][CH2:2][CH2:3][CH:4]([CH2:5][c:6]1[cH:7][cH:8][c:9](-[c:12]2[n:13][c:14]3[n:15]([cH:16][cH:17][cH:18][c:19]3[CH:20]([CH3:21])[OH:22])[cH:23]2)[cH:10][cH:11]1)[NH:24][C:25](=[O:31])[c:51]1[cH:50][c:49]([Cl:48])[c:68]([O:69][CH:70]([CH3:71])[CH3:72])[cH:67][cH:66]1. Procedure details: As in Example 36, a mixture of 6.0 g. of 3-chloro-6-(m-tolyl)pyridazine and 4.34 g of acetylhydrazine in 100 ml. of n-butanol is refluxed for 48 hr. to give 2.0 g. of cream colored crystals, m.p. 160°-162° C. Reaction SMILES: Cl[C:2]1[N:3]=[N:4][C:5]([C:8]2[CH:9]=[C:10]([CH3:14])[CH:11]=[CH:12][CH:13]=2)=[CH:6][CH:7]=1.[C:15]([NH:18][NH2:19])(=O)[CH3:16]>C(O)CCC>[CH3:16][C:15]1[N:3]2[N:4]=[C:5]([C:8]3[CH:9]=[C:10]([CH3:14])[CH:11]=[CH:12][CH:13]=3)[CH:6]=[CH:7][C:2]2=[N:19][N:18]=1. Starting materials: ClC=1N=NC(=CC1)C=1C=C(C=CC1)C (3-chloro-6-(m-tolyl)pyridazine), C(C)(=O)NN (acetylhydrazine). The product is CC1=NN=C2N1N=C(C=C2)C=2C=C(C=CC2)C (3-methyl-6-(m-tolyl)-1,2,4,-triazolo [4,3-b]pyridazine). Solvent: C(CCC)O (n-butanol). Starting materials: CC(C)(C)OC(=O)N1CCCC(c2nc(COc3ccc(-n4cnnn4)cc3)cs2)C1, CO, ClCCl, Cl, C1COCCO1. Yields the product Cl, c1cc(-n2cnnn2)ccc1OCc1csc(C2CCCNC2)n1. Reaction SMILES: [C:1]([O:2][C:3](=[O:4])[N:8]1[CH2:9][CH:10]([c:14]2[s:15][cH:16][c:17]([CH2:19][O:20][c:21]3[cH:22][cH:23][c:24](-[n:27]4[n:28][n:29][n:30][cH:31]4)[cH:25][cH:26]3)[n:18]2)[CH2:11][CH2:12][CH2:13]1)([CH3:5])([CH3:6])[CH3:7].[CH3:36][OH:37].[Cl:33][CH2:34][Cl:35].[ClH:32].[O:38]1[CH2:39][CH2:40][O:41][CH2:42][CH2:43]1>>[ClH:32].[NH:8]1[CH2:9][CH:10]([c:14]2[s:15][cH:16][c:17]([CH2:19][O:20][c:21]3[cH:22][cH:23][c:24](-[n:27]4[n:28][n:29][n:30][cH:31]4)[cH:25][cH:26]3)[n:18]2)[CH2:11][CH2:12][CH2:13]1.